describe an organic reaction: reactants, conditions, products, and yield From a dataset of the Open Reaction Database (ORD), a public repository of structured organic reaction records. Starting materials: COC(COC1=C2CCC(CC2=CC=C1)C=O)=O (methyl(2-formyl-1,2,3,4-tetrahydronaphthalen-5-yl)oxyacetate), C1(=CC=CC=C1)N(C(NN)=O)C1=CC=CC=C1 (4,4-diphenylsemicarbazide). The solvent is C(C)O (ethanol). Run at time 1 hour. Yields the product C1(=CC=CC=C1)N(C(NN=CC1CC2=CC=CC(=C2CC1)OCC(=O)OC)=O)C1=CC=CC=C1 (Methyl [2-(4,4-diphenylsemicarbazonomethyl)-1,2,3,4-tetrahydronaphthalen-5-yl]oxyacetate). Isolated yield 97.2%. RXN SMILES: [CH3:1][O:2][C:3](=[O:18])[CH2:4][O:5][C:6]1[CH:15]=[CH:14][CH:13]=[C:12]2[C:7]=1[CH2:8][CH2:9][CH:10]([CH:16]=O)[CH2:11]2.[C:19]1([N:25]([C:30]2[CH:35]=[CH:34][CH:33]=[CH:32][CH:31]=2)[C:26](=[O:29])[NH:27][NH2:28])[CH:24]=[CH:23][CH:22]=[CH:21][CH:20]=1>C(O)C>[C:19]1([N:25]([C:30]2[CH:35]=[CH:34][CH:33]=[CH:32][CH:31]=2)[C:26](=[O:29])[NH:27][N:28]=[CH:16][CH:10]2[CH2:9][CH2:8][C:7]3[C:12](=[CH:13][CH:14]=[CH:15][C:6]=3[O:5][CH2:4][C:3]([O:2][CH3:1])=[O:18])[CH2:11]2)[CH:20]=[CH:21][CH:22]=[CH:23][CH:24]=1. Procedure: To a solution of methyl(2-formyl-1,2,3,4-tetrahydronaphthalen-5-yl)oxyacetate (248 mg), prepared by the same procedure as reference example 1, m ethanol (10 ml) was added 4,4-diphenylsemicarbazide (0.27 g) under an atmosphere of argon. After stirred for 1 h at room temperature, the mixture was concentrated under reduced pressure. The residue was purified by silica gel column chromatography (methanol:methylene chloride=3:100) to give the title compound (444 mg) having the following physical data. Starting materials: CCOC(=O)C(C)(C)Br, O=C([O-])[O-], CCOC(C)=O, CN(C)C=O, [K+], [K+], O=Cc1cccc(O)c1. The product is CCOC(=O)C(C)(C)Oc1cccc(C=O)c1. RXN SMILES: [Br:16][C:17]([C:18](=[O:19])[O:20][CH2:21][CH3:22])([CH3:23])[CH3:24].[C:10](=[O:11])([O-:12])[O-:13].[CH3:25][CH2:26][O:27][C:28](=[O:29])[CH3:30].[CH3:31][N:32]([CH3:33])[CH:34]=[O:35].[K+:14].[K+:15].[OH:1][c:2]1[cH:3][c:4]([CH:5]=[O:6])[cH:7][cH:8][cH:9]1>>[O:1]([c:2]1[cH:3][c:4]([CH:5]=[O:6])[cH:7][cH:8][cH:9]1)[C:17]([C:18](=[O:19])[O:20][CH2:21][CH3:22])([CH3:23])[CH3:24].